This data is from the Open Reaction Database (ORD), a public repository of structured organic reaction records. The task is: describe an organic reaction: reactants, conditions, products, and yield Reactants: Cl (hydrochloric acid), C(C)(C)O (isopropanol), [BH4-].[Na+] (sodium borohydride), C(=O)C(CCC(=O)OC)CCCCCCC (methyl 4-formylundecanoate). Run in O (water), CC(=O)C (acetone). Reaction conditions: temperature 5 celsius, time 29 hour. The product is C(CCCCCC)C(CO)CCCO (2-heptylpentane-1,5-diol). The yield is 71.2%. Reaction SMILES: C(O)(C)C.[BH4-].[Na+].[CH:7]([CH:9]([CH2:16][CH2:17][CH2:18][CH2:19][CH2:20][CH2:21][CH3:22])[CH2:10][CH2:11][C:12](OC)=[O:13])=[O:8].Cl>O.CC(C)=O>[CH2:16]([CH:9]([CH2:10][CH2:11][CH2:12][OH:13])[CH2:7][OH:8])[CH2:17][CH2:18][CH2:19][CH2:20][CH2:21][CH3:22] |f:1.2|. Reported procedure: 390.0 g of isopropanol and 22.4 g (0.59 mol) of sodium borohydride are placed in a one-liter round-bottomed flask with a magnetic stirrer, a thermometer and an addition funnel. 148.4 g (0.59 mol) of 91% methyl 4-formylundecanoate (6) are added dropwise over one hour. The temperature in the bulk rises to 35° C. during the addition. The addition is continued for 29 hours, while allowing the temperature in the bulk to return to room temperature (about 20° C.). After cooling the reaction medium to 5... The reactants are C(C)(C)(C)OC(=O)NC1=C(C=C(C=C1)Cl)/C=C/C(=O)O ((E)-3-(2-tert-Butyloxycarbonylamino-5chlorophenyl)-acrylic acid), CCN=C=NCCCN(C)C.Cl (EDCl), Cl (HCl), FC1=CC=C(CN2CC(NCC2)C)C=C1 (racemic 1-(4-fluorobenzyl)-3-methyl-piperazine). Run in C(Cl)Cl (CH2Cl2). Conditions: time 4 hour. The product is C(C)(C)(C)OC(NC1=C(C=C(C=C1)Cl)\C=C\C(=O)N1C(CN(CC1)CC1=CC=C(C=C1)F)C)=O ((4-Chloro-2-[(E)-3-[4-(4-fluorobenzyl)-2-methylpiperazin-1-yl]-3-oxopropenyl]-phenyl)-carbamic acid tert butyl ester). Yield: 73.2%. Reaction SMILES: [C:1]([O:5][C:6]([NH:8][C:9]1[CH:14]=[CH:13][C:12]([Cl:15])=[CH:11][C:10]=1/[CH:16]=[CH:17]/[C:18]([OH:20])=O)=[O:7])([CH3:4])([CH3:3])[CH3:2].CCN=C=NCCCN(C)C.Cl.Cl.[F:34][C:35]1[CH:48]=[CH:47][C:38]([CH2:39][N:40]2[CH2:45][CH2:44][NH:43][CH:42]([CH3:46])[CH2:41]2)=[CH:37][CH:36]=1>C(Cl)Cl>[C:1]([O:5][C:6](=[O:7])[NH:8][C:9]1[CH:14]=[CH:13][C:12]([Cl:15])=[CH:11][C:10]=1/[CH:16]=[CH:17]/[C:18]([N:43]1[CH2:44][CH2:45][N:40]([CH2:39][C:38]2[CH:47]=[CH:48][C:35]([F:34])=[CH:36][CH:37]=2)[CH2:41][CH:42]1[CH3:46])=[O:20])([CH3:2])([CH3:3])[CH3:4] |f:1.2|. Reported procedure: (E)-3-(2-tert-Butyloxycarbonylamino-5chlorophenyl)-acrylic acid (1.0 g, 3.36 mmol) and EDCl.HCl (645 mg, 3.36 mmol) and racemic 1-(4-fluorobenzyl)-3-methyl-piperazine (Bolos, Jordi et al. J. Med. Chem. (1996), 39(15), 2962-2970) (770 mg, 3.7 mmol) were dissolved in CH2Cl2 (34 ml) and stirred at room temperature for 4 hours. The reaction mixture was purified via chromatography (SiO2, EtOAc/hexanes 1/1) to yield the title compound as colorless foam (1.2 g, 74%). Starting materials: C1CCNC1, CS(=O)(=O)c1ccc(N2CCC(=O)CC2)cc1, O, Cc1ccc(S(=O)(=O)O)cc1, c1ccccc1. Yields the product CS(=O)(=O)c1ccc(N2CC=C(N3CCCC3)CC2)cc1. As a reaction SMILES: [CH2:18]1[CH2:19][CH2:20][NH:21][CH2:22]1.[CH3:1][S:2](=[O:3])(=[O:4])[c:5]1[cH:6][cH:7][c:8]([N:11]2[CH2:12][CH2:13][C:14](=[O:17])[CH2:15][CH2:16]2)[cH:9][cH:10]1.[OH2:40].[c:23]1([CH3:24])[cH:25][cH:26][c:27]([S:28]([OH:29])(=[O:30])=[O:31])[cH:32][cH:33]1.[cH:34]1[cH:35][cH:36][cH:37][cH:38][cH:39]1>>[CH3:1][S:2](=[O:3])(=[O:4])[c:5]1[cH:6][cH:7][c:8]([N:11]2[CH2:12][CH2:13][C:14]([N:21]3[CH2:20][CH2:19][CH2:18][CH2:22]3)=[CH:15][CH2:16]2)[cH:9][cH:10]1. Starting materials: COC1=CC=CC=2OC(=CC21)C2=NOC(=N2)C (3-(4-methoxybenzo(b)furan-2-yl)-5-methyl-1,2,4-oxadiazole), B(Br)(Br)Br (boron tribromide). Yields the product OC1=CC=CC=2OC(=CC21)C2=NOC(=N2)C (3-(4-hydroxybenzo(b)furan-2-yl)-5-methyl-1,2,4-oxadiazole). As a reaction SMILES: C[O:2][C:3]1[C:11]2[CH:10]=[C:9]([C:12]3[N:16]=[C:15]([CH3:17])[O:14][N:13]=3)[O:8][C:7]=2[CH:6]=[CH:5][CH:4]=1.B(Br)(Br)Br>>[OH:2][C:3]1[C:11]2[CH:10]=[C:9]([C:12]3[N:16]=[C:15]([CH3:17])[O:14][N:13]=3)[O:8][C:7]=2[CH:6]=[CH:5][CH:4]=1. Isolated yield 72.6%. Procedure details: By the reactions in the same manner as in Starting Material Synthesis Example 5 using 3-(4-methoxybenzo(b)furan-2-yl)-5-methyl-1,2,4-oxadiazole (1.1 g) and boron tribromide (4.2 ml), the title compound (0.75 g) was obtained as yellow crystals. Starting materials: Cc1cc(C(=O)O)cc(Cl)n1, Cc1ccc(N)cc1. The reagents and catalysts are C1CCN(C1)[P+](N2CCCC2)(N3CCCC3)Cl.F[P-](F)(F)(F)(F)F (PyCloP), CCN(C(C)C)C(C)C (DIPEA). Run in CN(C)C=O (DMF), CN(C)C=O (DMF), CN(C)C=O (DMF), CN(C)C=O (DMF), CN(C)C=O (DMF), CN(C)C=O (DMF). Run at temperature 25 celsius, time 2 hour. The product is Cc1ccc(NC(=O)c2cc(C)nc(Cl)c2)cc1. The yield is 29.8%. Reaction SMILES: Cc1ccc(N)cc1.Cc1cc(C(=O)O)cc(Cl)n1.C1CCN(C1)[P+](N2CCCC2)(N3CCCC3)Cl.F[P-](F)(F)(F)(F)F.CCN(C(C)C)C(C)C.CN(C)C=O>>Cc1ccc(NC(=O)c2cc(C)nc(Cl)c2)cc1. Reactants: CC(C)(C)OC(=O)NC1CCc2ccc(Oc3ccnc(NC(=O)C4CC4)c3)cc2C1, Cl, C1COCCO1. Product: NC1CCc2ccc(Oc3ccnc(NC(=O)C4CC4)c3)cc2C1. As a reaction SMILES: [CH:1]1([C:4](=[O:5])[NH:6][c:7]2[n:8][cH:9][cH:10][c:11]([O:13][c:14]3[cH:15][cH:16][c:17]4[c:22]([cH:23]3)[CH2:21][CH:20]([NH:24][C:25](=[O:26])[O:27][C:28]([CH3:29])([CH3:30])[CH3:31])[CH2:19][CH2:18]4)[cH:12]2)[CH2:2][CH2:3]1.[ClH:32].[O:33]1[CH2:34][CH2:35][O:36][CH2:37][CH2:38]1>>[CH:1]1([C:4](=[O:5])[NH:6][c:7]2[n:8][cH:9][cH:10][c:11]([O:13][c:14]3[cH:15][cH:16][c:17]4[c:22]([cH:23]3)[CH2:21][CH:20]([NH2:24])[CH2:19][CH2:18]4)[cH:12]2)[CH2:2][CH2:3]1. Reactants: O=C([O-])O, Cc1ccc(F)cc1C1(O)CCC(=O)CC1, [Na+], O=C(O)C(F)(F)F. Product: Cc1ccc(F)cc1C1=CCC(=O)CC1. Reaction SMILES: [C:24](=[O:25])([OH:26])[O-:27].[F:8][c:9]1[cH:10][c:11]([C:16]2([OH:23])[CH2:17][CH2:18][C:19](=[O:22])[CH2:20][CH2:21]2)[c:12]([CH3:15])[cH:13][cH:14]1.[Na+:28].[OH:1][C:2]([C:3]([F:4])([F:5])[F:6])=[O:7]>>[F:8][c:9]1[cH:10][c:11]([C:16]2=[CH:17][CH2:18][C:19](=[O:22])[CH2:20][CH2:21]2)[c:12]([CH3:15])[cH:13][cH:14]1. Starting materials: CCCCCCCCCCCCCCCC(=S)NCC(O)CO, ClC(c1ccccc1)(c1ccccc1)c1ccccc1, c1ccncc1. Product: CCCCCCCCCCCCCCCC(=S)NCC(O)COC(c1ccccc1)(c1ccccc1)c1ccccc1. Reaction SMILES: [CH2:21]([CH2:22][CH2:23][CH2:24][CH2:25][CH2:26][CH2:27][CH2:28][CH2:29][CH2:30][CH2:31][CH2:32][CH2:33][CH3:34])[CH2:35][C:36](=[S:37])[NH:38][CH2:39][CH:40]([CH2:41][OH:42])[OH:43].[Cl:1][C:2]([c:3]1[cH:4][cH:5][cH:6][cH:7][cH:8]1)([c:9]1[cH:10][cH:11][cH:12][cH:13][cH:14]1)[c:15]1[cH:16][cH:17][cH:18][cH:19][cH:20]1.[cH:44]1[cH:45][cH:46][n:47][cH:48][cH:49]1>>[C:2]([c:3]1[cH:4][cH:5][cH:6][cH:7][cH:8]1)([c:9]1[cH:10][cH:11][cH:12][cH:13][cH:14]1)([c:15]1[cH:16][cH:17][cH:18][cH:19][cH:20]1)[O:42][CH2:41][CH:40]([CH2:39][NH:38][C:36]([CH2:35][CH2:21][CH2:22][CH2:23][CH2:24][CH2:25][CH2:26][CH2:27][CH2:28][CH2:29][CH2:30][CH2:31][CH2:32][CH2:33][CH3:34])=[S:37])[OH:43]. Starting materials: Cl.O=C1CCC=2C=C(C=NC2N1)/C=C/C(=O)O ((2E)-3-(7-oxo-5,6,7,8-tetrahydro-1,8-naphthyridin-3-yl)acrylic acid hydrochloride), C=1C=CC2=C(C1)N=NN2O (HOBt), CCN(C(C)C)C(C)C (DIPEA), N1CCCC1 (pyrrolidine), CCN=C=NCCCN(C)C (EDAC). Run in CN(C)C=O (DMF). Conditions: time 8 hour. The product is O=C(/C=C/C=1C=C2CCC(NC2=NC1)=O)N1CCCC1 (6-[(1E)-3-Oxo-3-pyrrolidin-1-ylprop-1-en-1-yl]-3,4-dihydro-1,8-naphthyridin-2(1H)-one). The yield is 60.8%. As a reaction SMILES: Cl.[O:2]=[C:3]1[NH:12][C:11]2[N:10]=[CH:9][C:8](/[CH:13]=[CH:14]/[C:15]([OH:17])=O)=[CH:7][C:6]=2[CH2:5][CH2:4]1.[CH:18]1[CH:19]=CC2N(O)N=[N:24][C:22]=2[CH:23]=1.CCN(C(C)C)C(C)C.N1CCCC1.CCN=C=NCCCN(C)C>CN(C=O)C>[O:17]=[C:15]([N:24]1[CH2:19][CH2:18][CH2:23][CH2:22]1)/[CH:14]=[CH:13]/[C:8]1[CH:7]=[C:6]2[C:11](=[N:10][CH:9]=1)[NH:12][C:3](=[O:2])[CH2:4][CH2:5]2 |f:0.1|. Reported procedure: A 16 mL vial flask was successively charged with (2E)-3-(7-oxo-5,6,7,8-tetrahydro-1,8-naphthyridin-3-yl)acrylic acid hydrochloride (50 mg, 0.20 mmol), DMF (4.8 mL), HOBt (32 mg, 0.23 mmol), DIPEA (78 μL, 0.47 mmol), pyrrolidine (20 μL, 0.23 mmol) and EDAC (45 mg, 0.23 mmol). The reaction mixture was stirred at room temperature overnight and concentrated to dryness. The residue was diluted in dichloromethane and washed with water. The organic layer was concentrated to dryness and the residue was ...